From a dataset of the Open Reaction Database (ORD), a public repository of structured organic reaction records. describe an organic reaction: reactants, conditions, products, and yield RXN SMILES: [F:1][C:2]1[CH:7]=[CH:6][C:5]([CH:8]2[C:16]3[C:11](=[CH:12][CH:13]=[CH:14][CH:15]=3)[C:10]([C:17]3[CH:22]=[CH:21][C:20]4[O:23][CH2:24][O:25][C:19]=4[CH:18]=3)=[C:9]2[C:26]([O:28][CH2:29][CH3:30])=[O:27])=[CH:4][CH:3]=1>CCO.[Pd]>[F:1][C:2]1[CH:7]=[CH:6][C:5]([CH:8]2[C:16]3[C:11](=[CH:12][CH:13]=[CH:14][CH:15]=3)[CH:10]([C:17]3[CH:22]=[CH:21][C:20]4[O:23][CH2:24][O:25][C:19]=4[CH:18]=3)[CH:9]2[C:26]([O:28][CH2:29][CH3:30])=[O:27])=[CH:4][CH:3]=1. Reagents/catalysts: [Pd] (palladium on activated carbon). Isolated yield 98.9%. Reactants: FC1=CC=C(C=C1)C1C(=C(C2=CC=CC=C12)C1=CC2=C(C=C1)OCO2)C(=O)OCC (ethyl (RS)-1-(4-fluorophenyl)-3-(3,4-methylenedioxyphenyl)indene-2-carboxylate). Procedure: To a solution of ethyl (RS)-1-(4-fluorophenyl)-3-(3,4-methylenedioxyphenyl)indene-2-carboxylate (40 mg, 0.10 mmol) in EtOH (3 ml) was added 10% palladium on activated carbon (45 mg). The resulting suspension was stirred under an atmosphere of H2 overnight, then was filtered through a pad of Celite. The filtrate was concentrated under reduced pressure to afford the title compound (40 mg, 100%), which was used without further purification. The solvent is CCO (EtOH). Run at time 8 hour. Product: FC1=CC=C(C=C1)C1C(C(C2=CC=CC=C12)C1=CC2=C(C=C1)OCO2)C(=O)OCC (Ethyl(1RS,2RS,3SR)-1-(4-Fluorophenyl)-3-(3.4-methylenedioxyphenyl)indane-2-carboxylate). Reactants: P(=O)(Cl)(Cl)Cl (phosphorus oxychloride), C(C)(=O)[O-].[Na+] (sodium acetate), C1(=CC=CC=C1)C=CC(C)O (4-phenyl-3-buten-2-ol). Solvent: O (water), CN(C=O)C (DMF), CN(C=O)C (Dimethylformamide). Conditions: time 3 hour. Yields the product C1(=CC=CC=C1)C=CC=CC=O (5-phenyl-2,4-pentadienal). Yield: 82.3%. Reaction SMILES: P(Cl)(Cl)(Cl)=O.[C:6]1([CH:12]=[CH:13][CH:14](O)[CH3:15])[CH:11]=[CH:10][CH:9]=[CH:8][CH:7]=1.[C:17]([O-])(=[O:19])C.[Na+]>CN(C)C=O.O>[C:6]1([CH:12]=[CH:13][CH:14]=[CH:15][CH:17]=[O:19])[CH:11]=[CH:10][CH:9]=[CH:8][CH:7]=1 |f:2.3|. Procedure details: Dimethylformamide (DMF, anhydrous, 14 mL) was cooled to 0–5° C. and phosphorus oxychloride (8.2 mL) was added dropwise over a period of 40 minutes. The resulting solution was added dropwise to a cooled (0–5° C.) solution of 4-phenyl-3-buten-2-ol (10 g) in 32 mL of anhydrous DMF over a period of an hour. The reaction mixture was warmed to room temperature over a 35-minute period and then gradually heated up to 80° C. over a period of 45 minutes. The reaction was stirred at 80° C. for three hours ... Reactants: O=C1OC2=C(C=CC=3C=CC=NC23)N1 (2-oxo-3H-oxazolo[4,5-h]quinoline), S(O)(O)(=O)=O (sulfuric acid), C(C)(=O)OC(C)=O (acetic anhydride). Yields the product C(C)(=O)N1C(OC2=C1C=CC=1C=CC=NC21)=O (3-Acetyl-2-oxo-3H-oxazolo[4,5-h]quinoline). The yield is 80.0%. RXN SMILES: [O:1]=[C:2]1[NH:14][C:5]2[CH:6]=[CH:7][C:8]3[CH:9]=[CH:10][CH:11]=[N:12][C:13]=3[C:4]=2[O:3]1.S(=O)(=O)(O)O.[C:20](OC(=O)C)(=[O:22])[CH3:21]>>[C:20]([N:14]1[C:5]2[CH:6]=[CH:7][C:8]3[CH:9]=[CH:10][CH:11]=[N:12][C:13]=3[C:4]=2[O:3][C:2]1=[O:1])(=[O:22])[CH3:21]. Procedure: A suspension of 2-oxo-3H-oxazolo[4,5-h]quinoline (1.86 g, 10.0 mmol), acetic anhydride (50 ml) and sulfuric acid (0.5 ml) was refluxed overnight. The reaction was filtered and the filtrate concentrated. Methylene chloride was added and the resulting solution was washed (3×) with water, brine; dried over MgSO4 and concentrated to a solid. The solid was crystallized from ethanol to give 1.82 g (80% yield) of product. M.P. 192°-193° C.